Dataset: the Open Reaction Database (ORD), a public repository of structured organic reaction records. Task: describe an organic reaction: reactants, conditions, products, and yield Reactants: C(C)(=O)O (acetic acid), S(O)(O)(=O)=O (sulfuric acid), O (water), ClC1=CC=C(C=C1)C(C(=O)NC(C(C)C)(C)C#N)C (2-(4-chlorophenyl)-N-(1-cyano-1,2-dimethylpropyl)propanamide), O (water). Run in C(C)(=O)OCC (ethyl acetate). Reaction conditions: temperature 60 celsius, time 2 hour. The product is ClC1=CC=C(C=C1)C(C)C=1OC(C(N1)(C)C(C)C)=O (2-[1-(4-chlorophenyl)ethyl]-4-isopropyl-4-methyl-1,3-oxazol-5-one). Isolated yield 100.0%. RXN SMILES: C(O)(=[O:3])C.S(=O)(=O)(O)O.O.[Cl:11][C:12]1[CH:17]=[CH:16][C:15]([CH:18]([CH3:29])[C:19]([NH:21][C:22]([C:27]#N)([CH3:26])[CH:23]([CH3:25])[CH3:24])=[O:20])=[CH:14][CH:13]=1>C(OCC)(=O)C>[Cl:11][C:12]1[CH:17]=[CH:16][C:15]([CH:18]([C:19]2[O:20][C:26](=[O:3])[C:22]([CH:23]([CH3:25])[CH3:24])([CH3:27])[N:21]=2)[CH3:29])=[CH:14][CH:13]=1. Procedure: 40 ml of glacial acetic acid, 1.96 g (0.019 mole) of concentrated sulfuric acid and 0.36 g (0.02 mole) of water were added to 5.56 g (0.02 mole) of 2-(4-chlorophenyl)-N-(1-cyano-1,2-dimethylpropyl)propanamide. The mixture was stirred at 60° C. for 2 hours to give rise to a reaction. After the completion of the reaction, the reaction mixture was cooled. Thereto were added 400 ml of water and 400 ml of ethyl acetate for layer separation. The organic layer was washed with a saturated aqueous sodium... Reactants: CC#CCBr, O=C([O-])[O-], CC(C)(C)C(=O)OCn1c(=O)c2[nH]cnc2n(COC(=O)C(C)(C)C)c1=O, CN(C)C=O, [K+], [K+]. Product: CC#CCn1cnc2c1c(=O)n(COC(=O)C(C)(C)C)c(=O)n2COC(=O)C(C)(C)C. RXN SMILES: [Br:28][CH2:29][C:30]#[C:31][CH3:32].[C:33](=[O:34])([O-:35])[O-:36].[CH3:1][C:2]([C:3](=[O:4])[O:5][CH2:6][n:7]1[c:8](=[O:25])[n:9]([CH2:17][O:18][C:19]([C:20]([CH3:21])([CH3:22])[CH3:23])=[O:24])[c:10](=[O:16])[c:11]2[nH:12][cH:13][n:14][c:15]12)([CH3:26])[CH3:27].[CH3:39][N:40]([CH3:41])[CH:42]=[O:43].[K+:37].[K+:38]>>[CH3:1][C:2]([C:3](=[O:4])[O:5][CH2:6][n:7]1[c:8](=[O:25])[n:9]([CH2:17][O:18][C:19]([C:20]([CH3:21])([CH3:22])[CH3:23])=[O:24])[c:10](=[O:16])[c:11]2[n:12]([CH2:29][C:30]#[C:31][CH3:32])[cH:13][n:14][c:15]12)([CH3:26])[CH3:27]. The reactants are CC#N (CH3CN), octachloro-octachloro tetrasulfonato Fe(III) porphyrin, 4-dimethylamino-2,3-dimethyl-1-phenyl-3-pyrazolin-5-one-4-oxide, CC1=C(C(=O)N(N1C)C=2C=CC=CC2)N(C)C (aminopyrine), C(=O)NC1=CN(N(C1=O)C1=CC=CC=C1)C (4-formylamino-2-methyl1-phenyl-3-pyrazolin-5-one), CN1N(C(C(=C1C)NC)=O)C1=CC=CC=C1 (2,3-dimethyl-4-monomethylamino-1-phenyl-3-pyrazolin5-one), C(=O)NC1=C(N(N(C1=O)C1=CC=CC=C1)C)CO (4-formylamino-3-hydroxymethyl-2methyl-1-phenyl-3-pyrazolin-5-one), CN1N(C(C(=C1C)NO)=O)C1=CC=CC=C1 (2,3-dimethyl-4hydroxyamino-1-phenyl-3-pyrazolin-5-one), 4-dimethyl-2,3dimethyl-1-(4-hydroxyphenyl)-3-pyrazolin-5-one, CN(C1=C(N(N(C1=O)C1=CC=CC=C1)C)CO)C (4-dimethylamino-3hydroxymethyl-2-methyl-1-phenyl-3-pyrazolin-5-one), C(=O)NC1=C(N(N(C1=O)C1=CC=CC=C1)C)C (4formylamino-2,3-dimethyl-1-phenyl-3-pyrazolin-5-one), Cl (HCl), NC1=C(N(N(C1=O)C1=CC=CC=C1)C)C (4-amino-2,3-dimethyl-1-phenyl-3-pyrazolin-5-one). The solvent is O (H2O), CCOCC (ether). Yields the product CC1=C(C(=O)N(N1C)C2=CC=CC=C2)N(C)C.Cl (Aminopyrine hydrochloride). Reaction SMILES: [ClH:1].[CH3:2][C:3]#[N:4].CC1N(C)N([C:13]2[CH:14]=[CH:15][CH:16]=[CH:17][CH:18]=2)C(=O)C=1N(C)C.[CH3:22][N:23]1[C:27](C)=[C:26](NC)C(=O)N1C1C=CC=CC=1.NC1C(=O)N(C2C=CC=CC=2)[N:41]([CH3:51])[C:40]=1C.C(NC1C(=O)N(C2C=CC=CC=2)N(C)C=1C)=[O:54].CN1C(C)=C(NO)C(=O)N1C1C=CC=CC=1.CN(C)C1C(=O)N(C2C=CC=CC=2)N(C)C=1CO.C(NC1C(=O)N(C2C=CC=CC=2)N(C)C=1)=O.C(NC1C(=O)N(C2C=CC=CC=2)N(C)C=1CO)=O>CCOCC.O>[CH3:26][C:27]1[N:23]([CH3:22])[N:4]([C:17]2[CH:18]=[CH:13][CH:14]=[CH:15][CH:16]=2)[C:3](=[O:54])[C:2]=1[N:41]([CH3:51])[CH3:40].[ClH:1] |f:12.13|. Procedure: Aminopyrine hydrochloride was prepared from the free base (Aldrich) by treatment with HCl in ether. lodosobenzene (1650 mg, 7.5 mmol, prepared according to the method of Saltzman et al., Org. Synth., 43:60-61 (1963)) was added with stirring at room temperature in portions every 30 min to a solution of octachloro-octachloro tetrasulfonato Fe(III) porphyrin (6.2 mg 3.9 μmol) in 50 ml of 80:20 H2O:CH3CN containing 678 mg (3.0 mmol) of aminopyrine. Two hr after the last addition of the oxidant, the ... Reactants: I.C(C)SC=1N[C@H]([C@@H](N1)C1=CC=CC=C1)C1=CC=CC=C1 (trans-2-Ethylthio-4,5-diphenyl-imidazoline hydroiodide), N (ammonia). Solvent: O (water), C(C)(=O)OCC (ethyl acetate). The product is C(C)SC=1N[C@H]([C@@H](N1)C1=CC=CC=C1)C1=CC=CC=C1 (trans-2-Ethylthio-4,5-diphenyl-imidazoline). RXN SMILES: I.[CH2:2]([S:4][C:5]1[NH:6][C@@H:7]([C:16]2[CH:21]=[CH:20][CH:19]=[CH:18][CH:17]=2)[C@H:8]([C:10]2[CH:15]=[CH:14][CH:13]=[CH:12][CH:11]=2)[N:9]=1)[CH3:3].N>C(OCC)(=O)C.O>[CH2:2]([S:4][C:5]1[NH:9][C@@H:8]([C:10]2[CH:15]=[CH:14][CH:13]=[CH:12][CH:11]=2)[C@H:7]([C:16]2[CH:21]=[CH:20][CH:19]=[CH:18][CH:17]=2)[N:6]=1)[CH3:3] |f:0.1|. Procedure: 25 ml of methanol and 1.85 g of ethyl iodide are added to 2.5 g of DL-trans-4,5-diphenyl-imidazolidine-2-thione and the mixture is refluxed for 15 hours. A further 0.4 g of ethyl iodide is then added and the mixture is refluxed for a further 5 hours. It is then evaporated to dryness. DL-trans-2-Ethylthio-4,5-diphenyl-imidazoline hydroiodide is obtained. In order to convert it to the base, this hydroiodide is suspended in 100 ml of ethyl acetate and 100 ml of water, the suspension is rendered alk... Starting materials: COc1c(N2CC(CF)C(NC(=O)OC(C)(C)C)C2)c(F)cc2c(=O)c(C(=O)O)cn(C3CC3)c12, Cl, O. RXN SMILES: [C:2]([O:3][C:4](=[O:5])[NH:9][CH:10]1[CH2:11][N:12]([c:17]2[c:18]([F:36])[cH:19][c:20]3[c:21](=[O:35])[c:22]([C:32](=[O:33])[OH:34])[cH:23][n:24]([CH:29]4[CH2:30][CH2:31]4)[c:25]3[c:26]2[O:27][CH3:28])[CH2:13][CH:14]1[CH2:15][F:16])([CH3:6])([CH3:7])[CH3:8].[ClH:1].[OH2:37]>>[NH2:9][CH:10]1[CH2:11][N:12]([c:17]2[c:18]([F:36])[cH:19][c:20]3[c:21](=[O:35])[c:22]([C:32](=[O:33])[OH:34])[cH:23][n:24]([CH:29]4[CH2:30][CH2:31]4)[c:25]3[c:26]2[O:27][CH3:28])[CH2:13][CH:14]1[CH2:15][F:16]. Yields the product COc1c(N2CC(N)C(CF)C2)c(F)cc2c(=O)c(C(=O)O)cn(C3CC3)c12. Reactants: [BH4-], CC(=O)Nc1c(C(C)=O)c(=O)n(C)c2nc(-c3ccc(Cl)cc3Cl)c(-c3ccc(Cl)cc3)cc12, C1CCOC1, CO, [Na+]. The product is CC(=O)Nc1c(C(C)O)c(=O)n(C)c2nc(-c3ccc(Cl)cc3Cl)c(-c3ccc(Cl)cc3)cc12. As a reaction SMILES: [BH4-:40].[C:1]([CH3:2])(=[O:3])[c:4]1[c:5](=[O:34])[n:6]([CH3:33])[c:7]2[n:8][c:9](-[c:25]3[c:26]([Cl:32])[cH:27][c:28]([Cl:31])[cH:29][cH:30]3)[c:10](-[c:18]3[cH:19][cH:20][c:21]([Cl:24])[cH:22][cH:23]3)[cH:11][c:12]2[c:13]1[NH:14][C:15]([CH3:16])=[O:17].[CH2:35]1[O:36][CH2:37][CH2:38][CH2:39]1.[CH3:42][OH:43].[Na+:41]>>[CH:1]([CH3:2])([OH:3])[c:4]1[c:5](=[O:34])[n:6]([CH3:33])[c:7]2[n:8][c:9](-[c:25]3[c:26]([Cl:32])[cH:27][c:28]([Cl:31])[cH:29][cH:30]3)[c:10](-[c:18]3[cH:19][cH:20][c:21]([Cl:24])[cH:22][cH:23]3)[cH:11][c:12]2[c:13]1[NH:14][C:15]([CH3:16])=[O:17].